This data is from the Open Reaction Database (ORD), a public repository of structured organic reaction records. The task is: describe an organic reaction: reactants, conditions, products, and yield Starting materials: CC(C)(C)O, CC=C(C)C, COc1ccc(C=O)cc1OC1C=CCC1, [Na+], [Na], O=P([O-])(O)O. Yields the product COc1ccc(C(=O)O)cc1OC1C=CCC1. RXN SMILES: [C:24]([OH:25])([CH3:26])([CH3:27])[CH3:28].[CH3:29][C:30](=[CH:31][CH3:32])[CH3:33].[CH:1]1([O:6][c:7]2[cH:8][c:9]([CH:10]=[O:11])[cH:12][cH:13][c:14]2[O:15][CH3:16])[CH:2]=[CH:3][CH2:4][CH2:5]1.[Na+:23].[Na:17].[P:18](=[O:19])([O-:20])([OH:21])[OH:22]>>[CH:1]1([O:6][c:7]2[cH:8][c:9]([C:10](=[O:11])[OH:19])[cH:12][cH:13][c:14]2[O:15][CH3:16])[CH:2]=[CH:3][CH2:4][CH2:5]1. The reactants are NN=CC=1C=C(C=CC1)C(=O)NCC1=CC=C(C=C1)CCC(=O)OCC (Ethyl 4-[[[[3-(aminoiminomethyl)phenyl]-carbonyl]amino]methyl]benzenepropanoate), NN=CC=1C=C(C=CC1)C(=O)NC1=CC=C(C=C1)CCC(=O)OCC (Ethyl 4-[[[3-(aminoiminomethyl)phenyl]-carbonyl]amino]benzenepropanoate). The product is NN=CC=1C=C(C=CC1)C(=O)NC1=CC=C(C=C1)CCC(=O)O (4-[[[3-(Aminoiminomethyl)phenyl]carbonyl]-amino]benzenepropanoic Acid). Reaction SMILES: NN=CC1C=C(C(NCC2C=CC(CCC(OCC)=O)=CC=2)=O)C=CC=1.[NH2:27][N:28]=[CH:29][C:30]1[CH:31]=[C:32]([C:36]([NH:38][C:39]2[CH:44]=[CH:43][C:42]([CH2:45][CH2:46][C:47]([O:49]CC)=[O:48])=[CH:41][CH:40]=2)=[O:37])[CH:33]=[CH:34][CH:35]=1>>[NH2:27][N:28]=[CH:29][C:30]1[CH:31]=[C:32]([C:36]([NH:38][C:39]2[CH:40]=[CH:41][C:42]([CH2:45][CH2:46][C:47]([OH:49])=[O:48])=[CH:43][CH:44]=2)=[O:37])[CH:33]=[CH:34][CH:35]=1. Reported procedure: The above compound was synthesized under conditions similar to the conditions described in Example 19 replacing the compound of Example 15 with the compound of Example 17. The reactants are C1(=CC=C(C=C1)OCCCCN)C1=CC=CC=C1 (4-(4-biphenyloxy)-1-aminobutane), Cl (hydrochloric acid), C(C)OCC (Diethyl ether). Run in CO (methanol). Product: Cl.C1(=CC=C(C=C1)OCCCCN)C1=CC=CC=C1 (4-(4-biphenyloxy)-1-aminobutane hydrochloride). RXN SMILES: [ClH:1].[C:2]1([C:14]2[CH:19]=[CH:18][CH:17]=[CH:16][CH:15]=2)[CH:7]=[CH:6][C:5]([O:8][CH2:9][CH2:10][CH2:11][CH2:12][NH2:13])=[CH:4][CH:3]=1.C(OCC)C>CO>[ClH:1].[C:2]1([C:14]2[CH:15]=[CH:16][CH:17]=[CH:18][CH:19]=2)[CH:7]=[CH:6][C:5]([O:8][CH2:9][CH2:10][CH2:11][CH2:12][NH2:13])=[CH:4][CH:3]=1 |f:4.5|. Reported procedure: A twofold stoichiometric excess of 3% hydrochloric acid in methanol is added to a methanolic solution of 1.0 g. of 4-(4-biphenyloxy)-1-aminobutane. Diethyl ether is added until precipitation is complete. The product is filtered, washed with ether, air dried and recrystallized to give 4-(4-biphenyloxy)-1-aminobutane hydrochloride, m.p. 202°-205° C. Reactants: O=C1CCC(=O)N1Br, CCOC(C)=O, C=C(c1ccccc1)c1ccc2nc(N)n(C(C)C)c2c1, C1CCOC1. Product: CC(C)n1c(N)nc2ccc(C(=CBr)c3ccccc3)cc21. RXN SMILES: [Br:22][N:23]1[C:24](=[O:25])[CH2:26][CH2:27][C:28]1=[O:29].[CH3:35][CH2:36][O:37][C:38](=[O:39])[CH3:40].[CH:1]([CH3:2])([CH3:3])[n:4]1[c:5]([NH2:21])[n:6][c:7]2[c:8]1[cH:9][c:10]([C:13](=[CH2:14])[c:15]1[cH:16][cH:17][cH:18][cH:19][cH:20]1)[cH:11][cH:12]2.[O:30]1[CH2:31][CH2:32][CH2:33][CH2:34]1>>[CH:1]([CH3:2])([CH3:3])[n:4]1[c:5]([NH2:21])[n:6][c:7]2[c:8]1[cH:9][c:10]([C:13](=[CH:14][Br:22])[c:15]1[cH:16][cH:17][cH:18][cH:19][cH:20]1)[cH:11][cH:12]2. Starting materials: [BH4-], [Br-], CCOC(=O)C1CC(C(=O)OC(C)(C)C)CS1, CCO, [Cl-], [Cl-], [Li+], [NH4+], [Na+], [Na+]. The product is CC(C)(C)OC(=O)C1CSC(CO)C1. RXN SMILES: [BH4-:3].[Br-:2].[C:5]([CH3:6])([CH3:7])([CH3:8])[O:9][C:10](=[O:11])[CH:12]1[CH2:13][CH:14]([C:17](=[O:18])[O:19][CH2:20][CH3:21])[S:15][CH2:16]1.[CH3:26][CH2:27][OH:28].[Cl-:22].[Cl-:25].[Li+:1].[NH4+:23].[Na+:24].[Na+:4]>>[C:5]([CH3:6])([CH3:7])([CH3:8])[O:9][C:10](=[O:11])[CH:12]1[CH2:13][CH:14]([CH2:17][OH:18])[S:15][CH2:16]1. The reactants are ClCCl, OCCC(CO)Cc1ccccc1, CC(C)=O, CCO, COc1ccc(C=O)cc1, NCC(=O)O, [Na+], [OH-], O. The product is O=C1OCCC1Cc1ccccc1. RXN SMILES: [CH2:39]([Cl:40])[Cl:41].[CH2:8]([c:9]1[cH:10][cH:11][cH:12][cH:13][cH:14]1)[CH:15]([CH2:16][OH:17])[CH2:18][CH2:19][OH:20].[CH3:32][C:33](=[O:34])[CH3:35].[CH3:36][CH2:37][OH:38].[CH:21](=[O:22])[c:23]1[cH:24][cH:25][c:26]([O:27][CH3:28])[cH:29][cH:30]1.[NH2:1][CH2:2][C:3](=[O:4])[OH:5].[Na+:7].[OH-:6].[OH2:31]>>[CH2:8]([c:9]1[cH:10][cH:11][cH:12][cH:13][cH:14]1)[CH:15]1[C:16](=[O:17])[O:20][CH2:19][CH2:18]1. RXN SMILES: C([O:3][C:4](=[O:29])[C:5]1[CH:10]=[CH:9][C:8]([CH2:11][O:12][C:13]2[CH:18]=[CH:17][C:16]([C:19](=[O:21])[CH3:20])=[C:15]([OH:22])[C:14]=2[CH2:23][CH2:24][CH3:25])=[CH:7][C:6]=1[O:26][CH2:27][CH3:28])C.[OH-].[Na+]>>[C:19]([C:16]1[CH:17]=[CH:18][C:13]([O:12][CH2:11][C:8]2[CH:9]=[CH:10][C:5]([C:4]([OH:29])=[O:3])=[C:6]([O:26][CH2:27][CH3:28])[CH:7]=2)=[C:14]([CH2:23][CH2:24][CH3:25])[C:15]=1[OH:22])(=[O:21])[CH3:20] |f:1.2|. Yields the product C(C)(=O)C1=C(C(=C(OCC2=CC(=C(C(=O)O)C=C2)OCC)C=C1)CCC)O (4[(4-acetyl-3-hydroxy-2-propylphenoxy) methyl]-2-ethoxybenzoic acid). Procedure details: 4-[(4-Acetyl-3-hydroxy-2-propylphenoxy)methyl]-2-ethoxybenzoic acid ethyl ester was allowed to react with 1.0N sodium hydroxide according to the procedure of Example 70 and the product was purified by recrystallization from methanol to give 4[(4-acetyl-3-hydroxy-2-propylphenoxy) methyl]-2-ethoxybenzoic acid, the title compound, m.p. 145°-150° in 93% yield. The reactants are C(C)OC(C1=C(C=C(C=C1)COC1=C(C(=C(C=C1)C(C)=O)O)CCC)OCC)=O (4-[(4-Acetyl-3-hydroxy-2-propylphenoxy)methyl]-2-ethoxybenzoic acid ethyl ester), [OH-].[Na+] (sodium hydroxide). As a reaction SMILES: [C:21](=[O:22])([O-:23])[O-:24].[CH2:27]([CH:28]=[CH2:29])[Br:30].[CH3:31][C:32]#[N:33].[F:1][c:2]1[c:3]([CH:15]2[CH2:16][CH2:17][NH:18][CH2:19][CH2:20]2)[cH:4][cH:5][cH:6][c:7]1[S:8](=[O:9])(=[O:10])[C:11]([F:12])([F:13])[F:14].[K+:25].[K+:26]>>[F:1][c:2]1[c:3]([CH:15]2[CH2:16][CH2:17][N:18]([CH2:29][CH:28]=[CH2:27])[CH2:19][CH2:20]2)[cH:4][cH:5][cH:6][c:7]1[S:8](=[O:9])(=[O:10])[C:11]([F:12])([F:13])[F:14]. The reactants are O=C([O-])[O-], C=CCBr, CC#N, O=S(=O)(c1cccc(C2CCNCC2)c1F)C(F)(F)F, [K+], [K+]. Product: C=CCN1CCC(c2cccc(S(=O)(=O)C(F)(F)F)c2F)CC1. Reactants: CCCCOc1c(NC(C)(C)C)c(=O)c1=O, Cc1ccc(CN)c(C)c1, Cc1cccc(C)c1CN, C1CCOC1. Yields the product Cc1ccc(CNc2c(NC(C)(C)C)c(=O)c2=O)c(C)c1. RXN SMILES: [CH2:1]([O:2][c:6]1[c:7](=[O:16])[c:8](=[O:15])[c:9]1[NH:10][C:11]([CH3:12])([CH3:13])[CH3:14])[CH2:3][CH2:4][CH3:5].[CH3:17][c:18]1[c:19]([CH2:20][NH2:21])[cH:22][cH:23][c:24]([CH3:26])[cH:25]1.[CH3:27][c:28]1[cH:29][cH:30][cH:31][c:32]([CH3:33])[c:34]1[CH2:35][NH2:36].[O:37]1[CH2:38][CH2:39][CH2:40][CH2:41]1>>[c:6]1([NH:21][CH2:20][c:19]2[c:18]([CH3:17])[cH:25][c:24]([CH3:26])[cH:23][cH:22]2)[c:7](=[O:16])[c:8](=[O:15])[c:9]1[NH:10][C:11]([CH3:12])([CH3:13])[CH3:14]. The reactants are O=C([O-])[O-], CCN(CC)CC#CC(C)O, ClCCl, [K+], [K+], O=C(O)C(=O)c1cccs1, O, O=S(Cl)Cl, c1ccncc1. Yields the product CCN(CC)CC#CC(C)OC(=O)C(=O)c1cccs1. RXN SMILES: [C:26](=[O:27])([O-:28])[O-:29].[CH2:15]([CH3:16])[N:17]([CH2:18][C:19]#[C:20][CH:21]([CH3:22])[OH:23])[CH2:24][CH3:25].[Cl:32][CH2:33][Cl:34].[K+:30].[K+:31].[O:1]=[C:2]([C:3](=[O:4])[OH:5])[c:6]1[s:7][cH:8][cH:9][cH:10]1.[OH2:35].[S:11]([Cl:12])([Cl:13])=[O:14].[cH:36]1[cH:37][cH:38][n:39][cH:40][cH:41]1>>[O:1]=[C:2]([C:3](=[O:4])[O:5][CH:21]([C:20]#[C:19][CH2:18][N:17]([CH2:15][CH3:16])[CH2:24][CH3:25])[CH3:22])[c:6]1[s:7][cH:8][cH:9][cH:10]1.